This data is from the Open Reaction Database (ORD), a public repository of structured organic reaction records. The task is: describe an organic reaction: reactants, conditions, products, and yield Reactants: COC1CN(CCNc2nc3cc4c(cc3[n+]([O-])n2)CCC4)C1, ClCCl, O=C(O)C(F)(F)F, O=C(OC(=O)C(F)(F)F)C(F)(F)F, N, OO. The product is COC1CN(CCNc2n[n+]([O-])c3cc4c(cc3[n+]2[O-])CCC4)C1. As a reaction SMILES: [CH3:16][O:17][CH:18]1[CH2:19][N:20]([CH2:22][CH2:23][NH:24][c:25]2[n:26][n+:27]([O-:38])[c:28]3[c:29]([n:30]2)[cH:31][c:32]2[c:36]([cH:37]3)[CH2:35][CH2:34][CH2:33]2)[CH2:21]1.[Cl:46][CH2:47][Cl:48].[F:39][C:40]([F:41])([F:42])[C:43]([OH:44])=[O:45].[F:3][C:4]([F:5])([F:7])[C:8](=[O:6])[O:9][C:10](=[O:11])[C:12]([F:13])([F:14])[F:15].[NH3:49].[OH:1][OH:2]>>[O-:6][n+:30]1[c:25]([NH:24][CH2:23][CH2:22][N:20]2[CH2:19][CH:18]([O:17][CH3:16])[CH2:21]2)[n:26][n+:27]([O-:38])[c:28]2[c:29]1[cH:31][c:32]1[c:36]([cH:37]2)[CH2:35][CH2:34][CH2:33]1. Reactants: C(N)(=S)C=1C=C(C(=O)OC)C=CC1 (methyl 3-thiocarbamoylbenzoate), FC1=C(C(CBr)=O)C=CC(=C1)F (2,4-difluorophenacyl bromide). Product: FC1=C(C=CC(=C1)F)C=1N=C(SC1)C=1C=C(C(=O)OC)C=CC1 (methyl 3-[4-(2,4-difluorophenyl)-2-thiazolyl]benzoate). Isolated yield 69.0%. As a reaction SMILES: [C:1]([C:4]1[CH:5]=[C:6]([CH:11]=[CH:12][CH:13]=1)[C:7]([O:9][CH3:10])=[O:8])(=[S:3])[NH2:2].[F:14][C:15]1[CH:24]=[C:23]([F:25])[CH:22]=[CH:21][C:16]=1[C:17](=O)[CH2:18]Br>>[F:14][C:15]1[CH:24]=[C:23]([F:25])[CH:22]=[CH:21][C:16]=1[C:17]1[N:2]=[C:1]([C:4]2[CH:5]=[C:6]([CH:11]=[CH:12][CH:13]=2)[C:7]([O:9][CH3:10])=[O:8])[S:3][CH:18]=1. Procedure details: In the same manner as in Example 28, methyl 3-thiocarbamoylbenzoate was reacted with 2,4-difluorophenacyl bromide to obtain methyl 3-[4-(2,4-difluorophenyl)-2-thiazolyl]benzoate. The product was recrystallized from ethanol. Yield: 69%. Pale yellow prisms. Melting point: 121 to 122° C. Starting materials: ICC (Iodoethane), C(C1=CC=CC=C1)OC1=CC=C(C=C1)N1C(NC=2C1=NC=CC2C)=O (3-[4-(benzyloxy)phenyl]-7-methyl-1,3-dihydro-2H-imidazo[4,5-b]pyridin-2-one), C([O-])([O-])=O.[Cs+].[Cs+] (cesium carbonate). Solvent: CN(C)C=O (DMF), O (water). Run at temperature 50 celsius, time 4 hour. The product is C(C1=CC=CC=C1)OC1=CC=C(C=C1)N1C(N(C=2C1=NC=CC2C)CC)=O (3-[4-(benzyloxy)phenyl]-1-ethyl-7-methyl-1,3-dihydro-2H-imidazo[4,5-b]pyridin-2-one). As a reaction SMILES: I[CH2:2][CH3:3].[CH2:4]([O:11][C:12]1[CH:17]=[CH:16][C:15]([N:18]2[C:22]3=[N:23][CH:24]=[CH:25][C:26]([CH3:27])=[C:21]3[NH:20][C:19]2=[O:28])=[CH:14][CH:13]=1)[C:5]1[CH:10]=[CH:9][CH:8]=[CH:7][CH:6]=1.C(=O)([O-])[O-].[Cs+].[Cs+]>CN(C=O)C.O>[CH2:4]([O:11][C:12]1[CH:13]=[CH:14][C:15]([N:18]2[C:22]3=[N:23][CH:24]=[CH:25][C:26]([CH3:27])=[C:21]3[N:20]([CH2:2][CH3:3])[C:19]2=[O:28])=[CH:16][CH:17]=1)[C:5]1[CH:10]=[CH:9][CH:8]=[CH:7][CH:6]=1 |f:2.3.4|. Reported procedure: Iodoethane (0.289 mL) was added to a mixture of 3-[4-(benzyloxy)phenyl]-7-methyl-1,3-dihydro-2H-imidazo[4,5-b]pyridin-2-one (998 mg) and cesium carbonate (1.96 g) in DMF (10 mL) at room temperature. The mixture was stirred at 50° C. for 4 h. The mixture was diluted with water at room temperature and extracted with AcOEt. The organic layer was separated, washed with water and brine, dried over MgSO4 and concentrated in vacuo. The residue was purified by column chromatography (silica gel, eluted w... Reactants: CC#N, CCN(C(C)C)C(C)C, NCc1cc(Cl)cc(Cl)c1, CC(C)(C)OC(=O)N1CCN(c2cc(F)ccc2[N+](=O)[O-])CC1. Yields the product CC(C)(C)OC(=O)N1CCN(c2cc(NCc3cc(Cl)cc(Cl)c3)ccc2[N+](=O)[O-])CC1. RXN SMILES: [CH3:43][C:44]#[N:45].[CH:34]([N:35]([CH2:36][CH3:37])[CH:38]([CH3:39])[CH3:40])([CH3:41])[CH3:42].[Cl:24][c:25]1[cH:26][c:27]([CH2:28][NH2:29])[cH:30][c:31]([Cl:33])[cH:32]1.[F:1][c:2]1[cH:3][cH:4][c:5]([N+:21](=[O:22])[O-:23])[c:6]([N:8]2[CH2:9][CH2:10][N:11]([C:14](=[O:15])[O:16][C:17]([CH3:18])([CH3:19])[CH3:20])[CH2:12][CH2:13]2)[cH:7]1>>[c:2]1([NH:29][CH2:28][c:27]2[cH:26][c:25]([Cl:24])[cH:32][c:31]([Cl:33])[cH:30]2)[cH:3][cH:4][c:5]([N+:21](=[O:22])[O-:23])[c:6]([N:8]2[CH2:9][CH2:10][N:11]([C:14](=[O:15])[O:16][C:17]([CH3:18])([CH3:19])[CH3:20])[CH2:12][CH2:13]2)[cH:7]1. Starting materials: CC(=O)O, [O-][Cl+3]([O-])([O-])O, O=C1C(=O)N(CCCl)c2ccccc21. Product: O=C1Cc2ccccc2N1CCCl. Reaction SMILES: [CH3:20][C:21](=[O:22])[OH:23].[Cl+3:15]([OH:16])([O-:17])([O-:18])[O-:19].[Cl:1][CH2:2][CH2:3][N:4]1[C:5](=[O:14])[C:6](=[O:13])[c:7]2[cH:8][cH:9][cH:10][cH:11][c:12]21>>[Cl:1][CH2:2][CH2:3][N:4]1[C:5](=[O:14])[CH2:6][c:7]2[cH:8][cH:9][cH:10][cH:11][c:12]21. Starting materials: CN(C)C(=O)C1CC(OS(C)(=O)=O)CN1C(=O)OC(C)(C)C, CN(C)C=O, COc1ccc(CS)cc1, [Na+], [OH-]. Product: COc1ccc(CSC2CC(C(=O)N(C)C)N(C(=O)OC(C)(C)C)C2)cc1. Reaction SMILES: [C:13]([CH3:14])([CH3:15])([CH3:16])[O:17][C:18](=[O:19])[N:20]1[CH:21]([C:30]([N:31]([CH3:32])[CH3:33])=[O:34])[CH2:22][CH:23]([O:25][S:26]([CH3:27])(=[O:28])=[O:29])[CH2:24]1.[CH3:35][N:36]([CH3:37])[CH:38]=[O:39].[CH3:3][O:4][c:5]1[cH:6][cH:7][c:8]([CH2:9][SH:10])[cH:11][cH:12]1.[Na+:2].[OH-:1]>>[CH3:3][O:4][c:5]1[cH:6][cH:7][c:8]([CH2:9][S:10][CH:23]2[CH2:22][CH:21]([C:30]([N:31]([CH3:32])[CH3:33])=[O:34])[N:20]([C:18]([O:17][C:13]([CH3:14])([CH3:15])[CH3:16])=[O:19])[CH2:24]2)[cH:11][cH:12]1.